Dataset: the Open Reaction Database (ORD), a public repository of structured organic reaction records. Task: describe an organic reaction: reactants, conditions, products, and yield As a reaction SMILES: [CH3:33][OH:34].[N+:1]([O-:2])(=[O:3])[c:4]1[c:5]([N:24]([C:25]([O:26][C:27]([CH3:28])([CH3:29])[CH3:30])=[O:31])[CH3:32])[cH:6][c:7]([O:10][c:11]2[cH:12][cH:13][c:14]([O:17][c:18]3[cH:19][cH:20][cH:21][cH:22][cH:23]3)[cH:15][cH:16]2)[cH:8][cH:9]1.[c:35]1([CH3:36])[cH:37][cH:38][cH:39][cH:40][cH:41]1>>[NH2:1][c:4]1[c:5]([N:24]([C:25]([O:26][C:27]([CH3:28])([CH3:29])[CH3:30])=[O:31])[CH3:32])[cH:6][c:7]([O:10][c:11]2[cH:12][cH:13][c:14]([O:17][c:18]3[cH:19][cH:20][cH:21][cH:22][cH:23]3)[cH:15][cH:16]2)[cH:8][cH:9]1. Yields the product CN(C(=O)OC(C)(C)C)c1cc(Oc2ccc(Oc3ccccc3)cc2)ccc1N. The reactants are CO, CN(C(=O)OC(C)(C)C)c1cc(Oc2ccc(Oc3ccccc3)cc2)ccc1[N+](=O)[O-], Cc1ccccc1. Reactants: O=C(O)C(F)(F)F, CC(C)(C)Nc1ccc2c(n1)C(OC(=O)N1CCC(n3c(=O)[nH]c4ncccc43)CC1)CCC(c1cccc(F)c1F)C2. The product is Nc1ccc2c(n1)C(OC(=O)N1CCC(n3c(=O)[nH]c4ncccc43)CC1)CCC(c1cccc(F)c1F)C2. As a reaction SMILES: [F:44][C:45]([F:46])([F:47])[C:48]([OH:49])=[O:50].[O:1]=[c:2]1[n:3]([CH:11]2[CH2:12][CH2:13][N:14]([C:17](=[O:18])[O:19][CH:20]3[CH2:21][CH2:22][CH:23]([c:36]4[c:37]([F:43])[c:38]([F:42])[cH:39][cH:40][cH:41]4)[CH2:24][c:25]4[c:26]3[n:27][c:28]([NH:31][C:32]([CH3:33])([CH3:34])[CH3:35])[cH:29][cH:30]4)[CH2:15][CH2:16]2)[c:4]2[c:5]([n:6][cH:7][cH:8][cH:9]2)[nH:10]1>>[O:1]=[c:2]1[n:3]([CH:11]2[CH2:12][CH2:13][N:14]([C:17](=[O:18])[O:19][CH:20]3[CH2:21][CH2:22][CH:23]([c:36]4[c:37]([F:43])[c:38]([F:42])[cH:39][cH:40][cH:41]4)[CH2:24][c:25]4[c:26]3[n:27][c:28]([NH2:31])[cH:29][cH:30]4)[CH2:15][CH2:16]2)[c:4]2[c:5]([n:6][cH:7][cH:8][cH:9]2)[nH:10]1. Reactants: C(C)(=O)Cl (acetyl chloride), N1CCC(=CC1)C=1C=CC(=NC1)NC(=O)N1CC2=CC=CC=C2C1 (N-(5-(1,2,3,6-tetrahydropyridin-4-yl)pyridin-2-yl)isoindoline-2-carboxamide), NC=1C=C2CN(CC2=CC1)C(=O)NC1=CC=C(C=C1)C(NCCC)=O (5-amino-N-(4-(propylcarbamoyl)phenyl)isoindoline-2-carboxamide). Product: C(CCC)(=O)N1CCC(=CC1)C=1C=NC(=CC1)NC(=O)N1CC2=CC=CC=C2C1 (N-(1′-butyryl-1′,2′,3′,6′-tetrahydro-3,4′-bipyridin-6-yl)-1,3-dihydro-2H-isoindole-2-carboxamide). RXN SMILES: C(Cl)(=O)C.[NH:5]1[CH2:10][CH:9]=[C:8]([C:11]2[CH:12]=[CH:13][C:14]([NH:17][C:18]([N:20]3[CH2:28][C:27]4[C:22](=[CH:23][CH:24]=[CH:25][CH:26]=4)[CH2:21]3)=[O:19])=[N:15][CH:16]=2)[CH2:7][CH2:6]1.NC1C=C2C(=CC=1)CN(C(NC1C=C[C:45]([C:48](=[O:53])NCCC)=[CH:44][CH:43]=1)=O)C2>>[C:48]([N:5]1[CH2:6][CH:7]=[C:8]([C:11]2[CH:16]=[N:15][C:14]([NH:17][C:18]([N:20]3[CH2:21][C:22]4[C:27](=[CH:26][CH:25]=[CH:24][CH:23]=4)[CH2:28]3)=[O:19])=[CH:13][CH:12]=2)[CH2:9][CH2:10]1)(=[O:53])[CH2:45][CH2:44][CH3:43]. Procedure: The title compound was prepared as described in Example 278, substituting butyryl chloride for acetyl chloride and N-(5-(1,2,3,6-tetrahydropyridin-4-yl)pyridin-2-yl)isoindoline-2-carboxamide for 5-amino-N-(4-(propylcarbamoyl)phenyl)isoindoline-2-carboxamide. 1H NMR (500 MHz, DMSO-d6) δ ppm 8.92-8.95 (bs, 1H), 8.32-8.35 (m, 1H), 7.64-7.97 (m, 2H), 6.94-7.38 (m, 4H), 6.16-6.22 (bs, 1H), 4.45-5.02 (m, 4H), 4.08-4.15 (m, 2H), 3.62-3.68 (m, 2H), 2.23-2.65 (m, 4H), 1.46-1.64 (m, 2H), 0.87-0.93 (m, 3H)... The reactants are C(C1=CC=CC=C1)OC=1C(=NN2C1C(NCCC2)=O)C(=O)OC (methyl 3-benzyloxy-4-oxo-5,6,7,8-tetrahydro-4H-pyrazolo[1,5-a][1,4]diazepine-2-carboxylate), FC1=CC=C(CBr)C=C1 (4-fluorobenzyl bromide). The product is C(C1=CC=CC=C1)OC=1C(=NN2C1C(N(CCC2)CC2=CC=C(C=C2)F)=O)C(=O)OC (Methyl 3-benzyloxy-5-(4-fluorobenzyl)-4-oxo-5,6,7,8-tetrahydro-4H-pyrazolo[1,5-a][1,4]diazepine-2-carboxylate). RXN SMILES: [CH2:1]([O:8][C:9]1[C:10]([C:20]([O:22][CH3:23])=[O:21])=[N:11][N:12]2[CH2:18][CH2:17][CH2:16][NH:15][C:14](=[O:19])[C:13]=12)[C:2]1[CH:7]=[CH:6][CH:5]=[CH:4][CH:3]=1.[F:24][C:25]1[CH:32]=[CH:31][C:28]([CH2:29]Br)=[CH:27][CH:26]=1>>[CH2:1]([O:8][C:9]1[C:10]([C:20]([O:22][CH3:23])=[O:21])=[N:11][N:12]2[CH2:18][CH2:17][CH2:16][N:15]([CH2:29][C:28]3[CH:31]=[CH:32][C:25]([F:24])=[CH:26][CH:27]=3)[C:14](=[O:19])[C:13]=12)[C:2]1[CH:7]=[CH:6][CH:5]=[CH:4][CH:3]=1. Procedure: The title compound was prepared from methyl 3-benzyloxy-4-oxo-5,6,7,8-tetrahydro-4H-pyrazolo[1,5-a][1,4]diazepine-2-carboxylate using a procedure similar to that found in Example 13, Step 1, except that 4-fluorobenzyl bromide was used in place of iodomethane and purification was not necessary. 1H NMR (400 MHz, CDCl3) δ 7.42-7.32 (m, 5H), 7.08-7.00 (m, 4H), 5.33 (s, 2H), 4.64 (s, 2H), 4.26-4.22 (t, 2H), 3.95 (s, 3H), 1.88-1.81 (m, 2H), 1.62 (br s, 2H); ES MS (M+1)=424. Yields the product CC1COCCN1c1cc(C(C)(C)S(=O)(=O)c2ccncc2)nc(-c2ccc(NC(=O)Oc3ccccc3)cc2)n1. As a reaction SMILES: [C:43](=[O:44])([OH:45])[O-:46].[CH3:11][CH:12]1[CH2:13][O:14][CH2:15][CH2:16][N:17]1[c:18]1[n:19][c:20](-[c:36]2[cH:37][cH:38][c:39]([NH2:40])[cH:41][cH:42]2)[n:21][c:22]([C:24]([CH3:25])([CH3:26])[S:27](=[O:28])(=[O:29])[c:30]2[cH:31][cH:32][n:33][cH:34][cH:35]2)[cH:23]1.[Cl:1][C:2](=[O:3])[O:4][c:5]1[cH:6][cH:7][cH:8][cH:9][cH:10]1.[Na+:47].[O:49]1[CH2:50][CH2:51][O:52][CH2:53][CH2:54]1.[OH2:48]>>[C:2](=[O:3])([O:4][c:5]1[cH:6][cH:7][cH:8][cH:9][cH:10]1)[NH:40][c:39]1[cH:38][cH:37][c:36](-[c:20]2[n:19][c:18]([N:17]3[CH:12]([CH3:11])[CH2:13][O:14][CH2:15][CH2:16]3)[cH:23][c:22]([C:24]([CH3:25])([CH3:26])[S:27](=[O:28])(=[O:29])[c:30]3[cH:31][cH:32][n:33][cH:34][cH:35]3)[n:21]2)[cH:42][cH:41]1. Starting materials: O=C([O-])O, CC1COCCN1c1cc(C(C)(C)S(=O)(=O)c2ccncc2)nc(-c2ccc(N)cc2)n1, O=C(Cl)Oc1ccccc1, [Na+], C1COCCO1, O. The reactants are Cl.ONC(=O)C1(CCN(CC1)CC#C)S(=O)(=O)C1=CC=C(C=C1)SC1=CC=CC=C1 (N-hydroxy-4-[[4-(phenylthio)phenyl]sulfonyl]-1-(2-propynyl)-4-piperidinecarboxamide, monohydrochloride), C([O-])([O-])=O.[K+].[K+] (potassium carbonate), FC1=CC=C(C=C1)S (4-fluorothiophenol). The solvent is CN(C)C=O (DMF), C(C)(=O)OCC (ethyl acetate). Run at time 18 hour. Product: Cl.FC1=CC=C(C=C1)SC1=CC=C(C=C1)S(=O)(=O)C1(CCNCC1)C(=O)NO (4-[[4-[(4-fluorophenyl)thio]phenyl]sulfonyl]-N-hydroxy-4-piperidinecarboxamide, monohydrochloride). Yield: 87.0%. As a reaction SMILES: [ClH:1].[OH:2][NH:3][C:4]([C:6]1([S:15]([C:18]2[CH:23]=[CH:22][C:21]([S:24][C:25]3[CH:30]=[CH:29][CH:28]=[CH:27][CH:26]=3)=[CH:20][CH:19]=2)(=[O:17])=[O:16])[CH2:11][CH2:10][N:9](CC#C)[CH2:8][CH2:7]1)=[O:5].C(=O)([O-])[O-].[K+].[K+].[F:37]C1C=CC(S)=CC=1>CN(C=O)C.C(OCC)(=O)C>[ClH:1].[F:37][C:28]1[CH:29]=[CH:30][C:25]([S:24][C:21]2[CH:22]=[CH:23][C:18]([S:15]([C:6]3([C:4]([NH:3][OH:2])=[O:5])[CH2:11][CH2:10][NH:9][CH2:8][CH2:7]3)(=[O:17])=[O:16])=[CH:19][CH:20]=2)=[CH:26][CH:27]=1 |f:0.1,2.3.4,8.9|. Reported procedure: Part A: To a solution of the sulfone of Example 9, part D (6.0 g, 14.4 mmol) in DMF (30 mL) were added potassium carbonate (2.39 mg, 17.3 mmol) and 4-fluorothiophenol (3.0 mL, 28.1 mmol), and the solution was stirred at ambient temperature for 18 hours. The solution was diluted with ethyl acetate and washed with 1N NaOH and saturated NaCl, and then dried over magnesium sulfate. Chromatography (on silica, ethyl acetate/hexane) provided the sulfide as a solid (6.6 g, 87%). Procedure: A stream of O3 was introduced into a cold (−78° C.) solution of 5,11-dihydro-2,5-dimethyl-11-ethyl-8-(2-propenyl)-6H-dipyrido[3,2-b:2′,3′-e][1,4]diazepin-6-one (187 mg, 0.6 mmol) and Sudan III in CH2Cl2 (3 mL) and MeOH (3 mL). When the pink solution turned brown, O2 was bubbled through the solution for 10 min. NaBH4 (57 mg, 1.52 mmol) was then added and the solution was allowed to warm to room temperature. After 30 min, an additional amount of NaBH4 (20 mg) was added. After 2 h, aqueous saturate... Reaction conditions: time 30 minute. The product is CC=1C=CC=2N(C(C3=C(N(C2N1)CC)N=CC(=C3)CCO)=O)C (5,11-Dihydro-2,5-dimethyl-11-ethyl-8-(2-hydroxyethyl)-6H-dipyrido[3,2-b:2′,3′-e][1,4]diazepin-6-one). RXN SMILES: [O:1]=[O+][O-].[CH3:4][C:5]1[CH:6]=[CH:7][C:8]2[N:9]([CH3:26])[C:10](=[O:25])[C:11]3[CH:21]=[C:20]([CH2:22][CH:23]=C)[CH:19]=[N:18][C:12]=3[N:13]([CH2:16][CH3:17])[C:14]=2[N:15]=1.[BH4-].[Na+].[NH4+].[Cl-]>C(Cl)Cl.CO>[CH3:4][C:5]1[CH:6]=[CH:7][C:8]2[N:9]([CH3:26])[C:10](=[O:25])[C:11]3[CH:21]=[C:20]([CH2:22][CH2:23][OH:1])[CH:19]=[N:18][C:12]=3[N:13]([CH2:16][CH3:17])[C:14]=2[N:15]=1 |f:2.3,4.5|. The yield is 58.0%. Run in C(Cl)Cl (CH2Cl2), CO (MeOH). Reactants: [BH4-].[Na+] (NaBH4), O=[O+][O-] (O3), CC=1C=CC=2N(C(C3=C(N(C2N1)CC)N=CC(=C3)CC=C)=O)C (5,11-dihydro-2,5-dimethyl-11-ethyl-8-(2-propenyl)-6H-dipyrido[3,2-b:2′,3′-e][1,4]diazepin-6-one), Sudan III, [BH4-].[Na+] (NaBH4), [NH4+].[Cl-] (NH4Cl).